From a dataset of the Open Reaction Database (ORD), a public repository of structured organic reaction records. describe an organic reaction: reactants, conditions, products, and yield Reaction SMILES: [C:22]([O:23][CH2:24][CH3:25])(=[O:26])[CH3:27].[C:41]([O:42][CH2:43][CH3:44])(=[O:45])[CH3:46].[CH2:28]1[CH2:29][CH2:30][CH2:31][CH2:32][CH2:33]1.[CH3:47][C:48]([CH3:49])=[O:50].[F:1][c:2]1[c:3](-[c:9]2[cH:10][cH:11][c:12]([C:15]([CH2:16][CH2:17][C:18](=[O:19])[OH:20])=[O:21])[cH:13][cH:14]2)[cH:4][cH:5][c:6]([F:8])[cH:7]1.[NH2:34][CH:35]1[CH2:36][CH2:37][CH2:38][CH2:39][CH2:40]1>>[F:1][c:2]1[c:3](-[c:9]2[cH:10][cH:11][c:12]([CH:15]([CH2:16][CH2:17][C:18](=[O:19])[OH:20])[OH:21])[cH:13][cH:14]2)[cH:4][cH:5][c:6]([F:8])[cH:7]1. The product is O=C(O)CCC(O)c1ccc(-c2ccc(F)cc2F)cc1. The reactants are CCOC(C)=O, CCOC(C)=O, C1CCCCC1, CC(C)=O, O=C(O)CCC(=O)c1ccc(-c2ccc(F)cc2F)cc1, NC1CCCCC1. Starting materials: 1-N, Cl (hydrochloric acid), N[C@@H](CC1=CC=CC=C1)C(=O)NCC(=O)N(C)C1=C(C=C(C=C1)Cl)C(C1=CC=CC=C1)=O (L-phenylalanyl-N-(2-benzoyl-4-chlorophenyl)-N-methylglycinamide). Solvent: CO (methanol). Product: Cl.N[C@@H](CC1=CC=CC=C1)C(=O)NCC(=O)N(C)C1=C(C=C(C=C1)Cl)C(C1=CC=CC=C1)=O (L-phenylalanyl-N-(2-benzoyl-4-chlorophenyl)-N-methylglycinamide hydrochloride). As a reaction SMILES: [NH2:1][C@H:2]([C:10]([NH:12][CH2:13][C:14]([N:16]([C:18]1[CH:23]=[CH:22][C:21]([Cl:24])=[CH:20][C:19]=1[C:25](=[O:32])[C:26]1[CH:31]=[CH:30][CH:29]=[CH:28][CH:27]=1)[CH3:17])=[O:15])=[O:11])[CH2:3][C:4]1[CH:9]=[CH:8][CH:7]=[CH:6][CH:5]=1.Cl>CO>[ClH:24].[NH2:1][C@H:2]([C:10]([NH:12][CH2:13][C:14]([N:16]([C:18]1[CH:23]=[CH:22][C:21]([Cl:24])=[CH:20][C:19]=1[C:25](=[O:32])[C:26]1[CH:31]=[CH:30][CH:29]=[CH:28][CH:27]=1)[CH3:17])=[O:15])=[O:11])[CH2:3][C:4]1[CH:9]=[CH:8][CH:7]=[CH:6][CH:5]=1 |f:3.4|. Procedure: 4.5 g of L-phenylalanyl-N-(2-benzoyl-4-chlorophenyl)-N-methylglycinamide were dissolved in a minimum volume of methanol at room temperature and treated, by titration, with an exact equivalent of 1-N hydrochloric acid. The solvent was removed from the resulting solution by evaporation in vacuo at room temperature and finally by lyophilisation to give, in quantitative yield, L-phenylalanyl-N-(2-benzoyl-4-chlorophenyl)-N-methylglycinamide hydrochloride as a hygroscopic white light-sensitive amorpho... The reactants are C=C1CC(=O)O1 (diketene), ClCCl (dichloromethane), C(C)OCCOC1=CC=C(C=CCO)C=C1 (4-[(1-ethoxy)ethoxy]cinnamyl alcohol), C=C1CC(=O)O1 (diketene). Reagents/catalysts: C(C)(=O)[O-].[Na+] (sodium acetate). Reaction SMILES: ClCCl.[CH2:4]([O:6][CH2:7][CH2:8][O:9][C:10]1[CH:19]=[CH:18][C:13]([CH:14]=[CH:15][CH2:16][OH:17])=[CH:12][CH:11]=1)[CH3:5].[CH2:20]=[C:21]1[O:25][C:23](=[O:24])[CH2:22]1>C([O-])(=O)C.[Na+].CCCCCC>[C:23]([O:17][CH2:16][CH:15]=[CH:14][C:13]1[CH:12]=[CH:11][C:10]([O:9][CH2:8][CH2:7][O:6][CH2:4][CH3:5])=[CH:19][CH:18]=1)(=[O:24])[CH2:22][C:21]([CH3:20])=[O:25] |f:3.4|. The product is C(CC(=O)C)(=O)OCC=CC1=CC=C(C=C1)OCCOCC (4-[(1-ethoxy)ethoxy]cinnamyl acetoacetate). Yield: 90.7%. Procedure: 36 Milliliters of dichloromethane was added to 12 g of 4-[(1-ethoxy)ethoxy]cinnamyl alcohol, then 60 mg of anhydrous sodium acetate was added thereto. Under refluxing condition, 5 g of diketene was added dropwise to the reaction mixture, and 2 hours later, 0.42 g diketene was further added thereto, the whole reaction mixture was refluxed for 1.5 hours. After the reaction was completed, the dichloromethane was removed by evaporation under reduced pressure, and the residue thus obtained was stirre... Run in CCCCCC (hexane). Reactants: O=C([O-])[O-], CCOC(=O)N1CCNCC1, CC#N, CC(OS(C)(=O)=O)c1nnn(-c2cc(Cl)ccc2F)n1, [K+], [K+]. The product is CCOC(=O)N1CCN(C(C)c2nnn(-c3cc(Cl)ccc3F)n2)CC1. As a reaction SMILES: [C:21](=[O:22])([O-:23])[O-:24].[CH2:27]([CH3:28])[O:29][C:30](=[O:31])[N:32]1[CH2:33][CH2:34][NH:35][CH2:36][CH2:37]1.[CH3:38][C:39]#[N:40].[Cl:1][c:2]1[cH:3][cH:4][c:5]([F:20])[c:6](-[n:8]2[n:9][c:10]([CH:13]([CH3:14])[O:15][S:16]([CH3:17])(=[O:18])=[O:19])[n:11][n:12]2)[cH:7]1.[K+:25].[K+:26]>>[Cl:1][c:2]1[cH:3][cH:4][c:5]([F:20])[c:6](-[n:8]2[n:9][c:10]([CH:13]([CH3:14])[N:35]3[CH2:34][CH2:33][N:32]([C:30]([O:29][CH2:27][CH3:28])=[O:31])[CH2:37][CH2:36]3)[n:11][n:12]2)[cH:7]1. Starting materials: C(C)(=O)O[C@@H]1[C@@]2(CO[C@]([C@@H]([C@H]1OC(C)=O)OC(C)=O)(O2)C2=CC(=C(C=C2)Cl)CC2=CC=C(C=C2)OC2=CCCC2=NOC)COC(C)=O ((1R,2S,3S,4R,5S)-1-(acetoxymethyl)-5-(4-chloro-3-(4-((5-(methoxyimino)cyclopent-1-en-1-yl)oxy)benzyl)phenyl)-6,8-dioxabicyclo[3.2.1]octane-2,3,4-triyl triacetate), C1CCOC1 (THF), O (H2O), O[Li].O (LiOH.H2O). Run in CO (MeOH). Run at time 1 hour. Yields the product CON=C1C(=CCC1)OC1=CC=C(C=C1)CC1=C(C=CC(=C1)[C@]12[C@@H]([C@H]([C@@H]([C@](CO1)(O2)CO)O)O)O)Cl (2-(4-(2-chloro-5-((1S,2S,3S,4R,5S)-2,3,4-trihydroxy-1-(hydroxymethyl)-6,8-dioxabicyclo[3.2.1]octan-5-yl)benzyl)phenoxy)cyclopent-2-enone O-methyl oxime). Yield: 90.5%. As a reaction SMILES: C([O:4][C@H:5]1[C@H:11]([O:12]C(=O)C)[C@@H:10]([O:16]C(=O)C)[C@:9]2([C:21]3[CH:26]=[CH:25][C:24]([Cl:27])=[C:23]([CH2:28][C:29]4[CH:34]=[CH:33][C:32]([O:35][C:36]5[C:40](=[N:41][O:42][CH3:43])[CH2:39][CH2:38][CH:37]=5)=[CH:31][CH:30]=4)[CH:22]=3)[O:20][C@@:6]1([CH2:44][O:45]C(=O)C)[CH2:7][O:8]2)(=O)C.C1COCC1.O.O[Li].O>CO>[CH3:43][O:42][N:41]=[C:40]1[CH2:39][CH2:38][CH:37]=[C:36]1[O:35][C:32]1[CH:33]=[CH:34][C:29]([CH2:28][C:23]2[CH:22]=[C:21]([C@@:9]34[O:20][C@@:6]([CH2:44][OH:45])([CH2:7][O:8]3)[C@@H:5]([OH:4])[C@H:11]([OH:12])[C@H:10]4[OH:16])[CH:26]=[CH:25][C:24]=2[Cl:27])=[CH:30][CH:31]=1 |f:3.4|. Procedure: To a solution of compound (1R,2S,3S,4R,5S)-1-(acetoxymethyl)-5-(4-chloro-3-(4-((5-(methoxyimino)cyclopent-1-en-1-yl)oxy)benzyl)phenyl)-6,8-dioxabicyclo[3.2.1]octane-2,3,4-triyl triacetate (110 mg, 0.16 mmol) in MeOH:THF:H2O (0.48 mL, 0.36 mL, 0.12 mL), LiOH.H2O (10.3 mg, 0.24 mmol) was added at 0° C. The reaction mixture was stirred for 1 h at r.t. After completion of the reaction as confirmed by TLC, the solvent was evaporated in vacuo. The crude compound obtained was purified by column chromat... Starting materials: C(C)(C)(C)NS(=O)(=O)C1=CC=C(C=C1)C1=C(C2=CC=C(C=C2C=C1)OC)OC1=CC=C(C=C1)OCCN1CCCCC1 (N-tert-Butyl-4-{6-methoxy-1-[4-(2-piperidin-1-yl-ethoxy)-phenoxy]-naphthalen-2-yl}-benzenesulfonamide), [H-].[Na+] (sodium hydride), IC (iodomethane). Solvent: CN(C=O)C (dimethylformamide). Reaction conditions: time 10 minute. Yields the product C(C)(C)(C)N(S(=O)(=O)C1=CC=C(C=C1)C1=C(C2=CC=C(C=C2C=C1)OC)OC1=CC=C(C=C1)OCCN1CCCCC1)C (N-tert-Butyl-4-{6-methoxy-1-[4-(2-piperidin-1-yl-ethoxy)-phenoxy]-naphthalen-2-yl}-N-methyl-benzenesulfonamide). Yield: 599.8%. Reaction SMILES: [C:1]([NH:5][S:6]([C:9]1[CH:14]=[CH:13][C:12]([C:15]2[CH:24]=[CH:23][C:22]3[C:17](=[CH:18][CH:19]=[C:20]([O:25][CH3:26])[CH:21]=3)[C:16]=2[O:27][C:28]2[CH:33]=[CH:32][C:31]([O:34][CH2:35][CH2:36][N:37]3[CH2:42][CH2:41][CH2:40][CH2:39][CH2:38]3)=[CH:30][CH:29]=2)=[CH:11][CH:10]=1)(=[O:8])=[O:7])([CH3:4])([CH3:3])[CH3:2].[H-].[Na+].I[CH3:46]>CN(C)C=O>[C:1]([N:5]([CH3:46])[S:6]([C:9]1[CH:14]=[CH:13][C:12]([C:15]2[CH:24]=[CH:23][C:22]3[C:17](=[CH:18][CH:19]=[C:20]([O:25][CH3:26])[CH:21]=3)[C:16]=2[O:27][C:28]2[CH:33]=[CH:32][C:31]([O:34][CH2:35][CH2:36][N:37]3[CH2:38][CH2:39][CH2:40][CH2:41][CH2:42]3)=[CH:30][CH:29]=2)=[CH:11][CH:10]=1)(=[O:8])=[O:7])([CH3:4])([CH3:2])[CH3:3] |f:1.2|. Procedure: To a stirring room temperature solution of the product of Example 62 (79 mg, 0.013 mmol) in dimethylformamide (5 mL) add 60% sodium hydride (6 mg, 0.15 mmol). Stir this mixture at ambient temperature for 10 minutes and then add iodomethane (0.014 mL, 0.15 mmol). Stir the reaction for 30 minutes at ambient temperature then quench it with brine. Extract the resulting aqueous mixture into ethyl acetate. Wash the combined extracts with brine; dry (sodium sulfate) and concentrate them in vacuo. Purif... Reactants: [H-].[Na+] (sodium hydride), O1CCCC1 (tetrahydrofuran), C(C)OC(CC(CC(C)=O)=O)=O (3,5-dioxohexanoic acid ethyl ester), O1CCCC1 (tetrahydrofuran), C1(CC1)C1=NC2=CC=CC=C2C(=C1C=O)C1=CC=C(C=C1)F (2-cyclopropyl-4-(4-fluorophenyl)quinolin-3-carbaldehyde), O1CCCC1 (tetrahydrofuran). Run in C(C)(=O)O (acetic acid). Reaction conditions: time 1 hour. The product is C(C)OC(CC(CC(\C=C\C=1C(=NC2=CC=CC=C2C1C1=CC=C(C=C1)F)C1CC1)=O)=O)=O ((E)-7-[2-cyclopropyl-4-(4-fluorophenyl)quinolin-3-yl]-3,5-dioxohept-6-enic acid ethyl ester). Yield: 82.0%. Reaction SMILES: [H-].[Na+].O1CCCC1.[CH2:8]([O:10][C:11](=[O:19])[CH2:12][C:13](=[O:18])[CH2:14][C:15](=[O:17])[CH3:16])[CH3:9].[CH:20]1([C:23]2[C:32]([CH:33]=O)=[C:31]([C:35]3[CH:40]=[CH:39][C:38]([F:41])=[CH:37][CH:36]=3)[C:30]3[C:25](=[CH:26][CH:27]=[CH:28][CH:29]=3)[N:24]=2)[CH2:22][CH2:21]1>C(O)(=O)C>[CH2:8]([O:10][C:11](=[O:19])[CH2:12][C:13](=[O:18])[CH2:14][C:15](=[O:17])/[CH:16]=[CH:33]/[C:32]1[C:23]([CH:20]2[CH2:21][CH2:22]2)=[N:24][C:25]2[C:30]([C:31]=1[C:35]1[CH:40]=[CH:39][C:38]([F:41])=[CH:37][CH:36]=1)=[CH:29][CH:28]=[CH:27][CH:26]=2)[CH3:9] |f:0.1|. Reported procedure: In a mixture solution of 1.37 g of an oily 60% sodium hydride and 10 ml of tetrahydrofuran, a mixture solution of 2.36 g of 3,5-dioxohexanoic acid ethyl ester and 10 ml of tetrahydrofuran was dropped in 5 minutes while keeping an inner temperature of 20° C. After stirring the mixture for 1 hour at that temperature, a mixture of 2.01 g of 2-cyclopropyl-4-(4-fluorophenyl)quinolin-3-carbaldehyde and 20 ml of tetrahydrofuran was dropped for 20 minutes. After stirring the mixture for 4 hours, a react...